Dataset: the Open Reaction Database (ORD), a public repository of structured organic reaction records. Task: describe an organic reaction: reactants, conditions, products, and yield Solvent: C(C)O (ethanol). As a reaction SMILES: [CH:1]([N:4]([CH2:20][CH2:21][CH:22]=O)[S:5]([C:8]1[CH:13]=[CH:12][C:11]([O:14][CH3:15])=[C:10]([O:16][CH3:17])[C:9]=1[O:18][CH3:19])(=[O:7])=[O:6])([CH3:3])[CH3:2].[CH3:24][NH:25][CH2:26][CH2:27][C:28]1[CH:37]=[CH:36][C:33]([O:34][CH3:35])=[C:30]([O:31][CH3:32])[CH:29]=1>C(O)C.O=[Pt]=O>[CH3:32][O:31][C:30]1[CH:29]=[C:28]([CH2:27][CH2:26][N:25]([CH3:24])[CH2:22][CH2:21][CH2:20][N:4]([CH:1]([CH3:2])[CH3:3])[S:5]([C:8]2[CH:13]=[CH:12][C:11]([O:14][CH3:15])=[C:10]([O:16][CH3:17])[C:9]=2[O:18][CH3:19])(=[O:6])=[O:7])[CH:37]=[CH:36][C:33]=1[O:34][CH3:35]. Starting materials: C(C)(C)N(S(=O)(=O)C1=C(C(=C(C=C1)OC)OC)OC)CCC=O (N-isopropyl-N-(3-oxopropyl)-2,3,4-trimethoxybenzenesulfonamide), CNCCC1=CC(OC)=C(OC)C=C1 (N-methyl-homoveratrylamine). The reagents and catalysts are O=[Pt]=O (PtO2). Procedure details: N-isopropyl-N-(3-oxopropyl)-2,3,4-trimethoxybenzenesulfonamide prepared in the previous paragraph (7.50 g, 0.0384 m), N-methyl-homoveratrylamine (6.83 g, 0.350 m) in absolute ethanol (100 ml) containing PtO2 (0.5 g) was shaken under hydrogen all day. The crude product (8.01 g) obtained from this procedure after chromatography gave the pure title compound, a white gum (5.71 g). The product is COC=1C=C(C=CC1OC)CCN(CCCN(S(=O)(=O)C1=C(C(=C(C=C1)OC)OC)OC)C(C)C)C (N-[3-[[2-(3,4-dimethoxyphenyl)ethyl]methylamino]propyl]-N-(1-methylethyl)-2,3,4-trimethoxy-benzene sulfonamide). The reactants are CCOC(=O)c1cn2cc(-c3cnc(N(C(=O)OC(C)(C)C)C(C)C)s3)cc(-c3ccccc3)c2n1, O=C(O)C(F)(F)F. Product: CCOC(=O)c1cn2cc(-c3cnc(NC(C)C)s3)cc(-c3ccccc3)c2n1. RXN SMILES: [C:1]([O:2][C:3](=[O:4])[N:8]([c:9]1[s:10][c:11](-[c:14]2[cH:15][c:16](-[c:28]3[cH:29][cH:30][cH:31][cH:32][cH:33]3)[c:17]3[n:18]([cH:19]2)[cH:20][c:21]([C:23](=[O:24])[O:25][CH2:26][CH3:27])[n:22]3)[cH:12][n:13]1)[CH:34]([CH3:35])[CH3:36])([CH3:5])([CH3:6])[CH3:7].[F:37][C:38]([F:39])([F:40])[C:41]([OH:42])=[O:43]>>[NH:8]([c:9]1[s:10][c:11](-[c:14]2[cH:15][c:16](-[c:28]3[cH:29][cH:30][cH:31][cH:32][cH:33]3)[c:17]3[n:18]([cH:19]2)[cH:20][c:21]([C:23](=[O:24])[O:25][CH2:26][CH3:27])[n:22]3)[cH:12][n:13]1)[CH:34]([CH3:35])[CH3:36]. Starting materials: ClC1=CC=C(C=C1)S(=O)(=O)CC#N (2-(4-chlorobenzenesulfonyl) acetonitrile), C(=S)=S (carbon disulfide), CS(=O)C (DMSO), IC (iodomethane), [H-].[Na+] (sodium hydride). Run in O (water), hexanes chloroform. Conditions: temperature 0 celsius. Yields the product ClC1=CC=C(C=C1)S(=O)(=O)C(C#N)=C(SC)SC (2-(4-Chlorobenzenesulfonyl)-3,3-bis-methylsulfanyl-acrylonitrile). The yield is 65.0%. RXN SMILES: [Cl:1][C:2]1[CH:7]=[CH:6][C:5]([S:8]([CH2:11][C:12]#[N:13])(=[O:10])=[O:9])=[CH:4][CH:3]=1.[C:14](=S)=[S:15].[H-].[Na+].IC.[CH3:21][S:22]([CH3:24])=O>O>[Cl:1][C:2]1[CH:3]=[CH:4][C:5]([S:8]([C:11](=[C:21]([S:15][CH3:14])[S:22][CH3:24])[C:12]#[N:13])(=[O:9])=[O:10])=[CH:6][CH:7]=1 |f:2.3|. Reported procedure: To a solution of 2-(4-chlorobenzenesulfonyl) acetonitrile (600 mg, 2.78 mmol) in anhydrous DMSO (8 ml) under an argon atmosphere was added carbon disulfide (212 mg, 2.78 mmol). The reaction mixture was cooled to approximately 0° C. and 2 equivalents of sodium hydride (5.56 mmol) was added in one portion. The resulting thick reaction mixture was swirled until homogeneous and allowed to warm to room temperature for one hour with stirring. The reaction mixture was cooled again to 0° C. and 2 equiva... Reaction conditions: time 30 minute. The reactants are CC(=O)OC1=CC=CC=C1[N+](=O)[O-] (o-NPA), C1CN(CCN1CCO)CCS(=O)(=O)O (Hepes), CCC1=C2C=C(C=CC2=NC3=C1CN4C3=CC5=C(C4=O)COC(=O)[C@@]5(CC)O)OC(=O)N6CCC(CC6)N7CCCCC7 (CPT-11), CCC1=C2C=C(C=CC2=NC3=C1CN4C3=CC5=C(C4=O)COC(=O)[C@@]5(CC)O)OC(=O)N6CCC(CC6)N7CCCCC7 (CPT-11). The product is CCC1=C2C=C(C=CC2=NC3=C1CN4C3=CC5=C(C4=O)COC(=O)[C@@]5(CC)O)O (SN-38). As a reaction SMILES: CC(OC1C([N+]([O-])=O)=CC=CC=1)=O.[CH3:14][CH2:15][C:16]1[C:25]2[CH2:26][N:27]3[C:32](=[O:33])[C:31]4[CH2:34][O:35][C:36]([C@:38]([OH:41])([CH2:39][CH3:40])[C:30]=4[CH:29]=[C:28]3[C:24]=2[N:23]=[C:22]2[C:17]=1[CH:18]=[C:19]([O:42]C(N1CCC(N3CCCCC3)CC1)=O)[CH:20]=[CH:21]2)=[O:37].C1N(CCO)CCN(CCS(O)(=O)=O)C1>>[CH3:14][CH2:15][C:16]1[C:25]2[CH2:26][N:27]3[C:32](=[O:33])[C:31]4[CH2:34][O:35][C:36]([C@:38]([OH:41])([CH2:39][CH3:40])[C:30]=4[CH:29]=[C:28]3[C:24]=2[N:23]=[C:22]2[C:17]=1[CH:18]=[C:19]([OH:42])[CH:20]=[CH:21]2)=[O:37]. Procedure details: CE activity was determined by the spectrophotometric method described above for rabbit CE samples using o-NPA as a substrate. In another assay, activation of CPT-11 was determined by incubating samples of hiCE with either 5 μM or 25 μM CPT-11 in a total volume of 200 μl of 50 mM Hepes pH 7.4 at 37° C. for up to 20 hours. Reactions were terminated by the addition of an equal volume of cold acidified methanol, followed by centrifugation at 100,000×g for 30 minutes. The levels of SN-38 produced in ... Product: C(C1=CC=CC=C1)OC1=CC(=CC2=C1C=C(O2)C=2N=C1SC(=NN1C2)[C@H](C)F)OC ((S)-6-(4-(Benzyloxy)-6-methoxybenzofuran-2-yl)-2-(1-fluoroethyl)imidazo[2,1-b][1,3,4]thiadiazole). Starting materials: C(C1=CC=CC=C1)OC1=CC(=CC2=C1C=C(O2)C(CBr)=O)OC (1-(4-(benzyloxy)-6-methoxybenzofuran-2-yl)-2-bromoethanone), F[C@@H](C)C1=NN=C(S1)N ((S)-5-(1-fluoroethyl)-1,3,4-thiadiazol-2-amine), CC(C)O (2-propanol). Solvent: C(Cl)Cl (CH2Cl2), C(C)#N (ACN). Procedure: In a 20 mL vial, 1-(4-(benzyloxy)-6-methoxybenzofuran-2-yl)-2-bromoethanone (Example 1E, 407 mg, 1.085 mmol) and (S)-5-(1-fluoroethyl)-1,3,4-thiadiazol-2-amine (Example 40A, 202 mg, 1.373 mmol) were suspended in 2-propanol (10 ml, 130 mmol) and heated at 80° C. for 18 h. After 5 min. the solution became homogeneous. A precipitate was present after overnight stirring. The cooled mixtures were transferred into 20 mL microwaves vials and then heated 30 min at 150° C. The mixtures were combined, dil... Conditions: temperature 80 celsius, time 5 minute. As a reaction SMILES: [CH2:1]([O:8][C:9]1[C:14]2[CH:15]=[C:16]([C:18](=O)[CH2:19]Br)[O:17][C:13]=2[CH:12]=[C:11]([O:22][CH3:23])[CH:10]=1)[C:2]1[CH:7]=[CH:6][CH:5]=[CH:4][CH:3]=1.[F:24][C@H:25]([C:27]1[S:31][C:30]([NH2:32])=[N:29][N:28]=1)[CH3:26].CC(O)C>C(Cl)Cl.C(#N)C>[CH2:1]([O:8][C:9]1[C:14]2[CH:15]=[C:16]([C:18]3[N:32]=[C:30]4[N:29]([CH:19]=3)[N:28]=[C:27]([C@@H:25]([F:24])[CH3:26])[S:31]4)[O:17][C:13]=2[CH:12]=[C:11]([O:22][CH3:23])[CH:10]=1)[C:2]1[CH:7]=[CH:6][CH:5]=[CH:4][CH:3]=1. The reactants are ClCC(C(COC1=CC=C(C=C1)Cl)=O)(C)C (4-chloro-1-(4-chlorophenoxy)-3,3-dimethyl-butan-2-one), BrBr (bromine). Run in C(Cl)(Cl)(Cl)Cl (carbon tetrachloride). Run at time 30 minute. The product is BrC(C(C(CCl)(C)C)=O)OC1=CC=C(C=C1)Cl (1-bromo-4-chloro-1-(4-chlorophenoxy)-3,3-dimethyl-butan-2-one). Isolated yield 7890.2%. Reaction SMILES: [Cl:1][CH2:2][C:3]([CH3:16])([CH3:15])[C:4](=[O:14])[CH2:5][O:6][C:7]1[CH:12]=[CH:11][C:10]([Cl:13])=[CH:9][CH:8]=1.[Br:17]Br>C(Cl)(Cl)(Cl)Cl>[Br:17][CH:5]([O:6][C:7]1[CH:8]=[CH:9][C:10]([Cl:13])=[CH:11][CH:12]=1)[C:4](=[O:14])[C:3]([CH3:16])([CH3:15])[CH2:2][Cl:1]. Procedure: 210 g (0.81 mol) of 4-chloro-1-(4-chlorophenoxy)-3,3-dimethyl-butan-2-one were dissolved in 1,000 ml of carbon tetrachloride. 41 ml (0.01 mol) of bromine were added dropwise at room temperature at a rate such that it was continuously consumed. The mixture was then stirred at room temperature for 30 minutes. After distilling off the solvent in vacuo, 268.3 g (98% of theory) of crude 1-bromo-4-chloro-1-(4-chlorophenoxy)-3,3-dimethyl-butan-2-one were obtained and were further reacted directly. ##ST... Starting materials: CC(C)c1ccc(CNC(=O)C2CN(C(=O)OC(C)(C)C)CCN2S(=O)(=O)c2ccc(C(F)(F)F)cc2)cc1, CCOC(C)=O, CCOC(C)=O, Cl. Product: Cl, CC(C)c1ccc(CNC(=O)C2CNCCN2S(=O)(=O)c2ccc(C(F)(F)F)cc2)cc1. RXN SMILES: [C:1]([O:2][C:3](=[O:4])[N:8]1[CH2:9][CH:10]([C:27]([NH:28][CH2:29][c:30]2[cH:31][cH:32][c:33]([CH:36]([CH3:37])[CH3:38])[cH:34][cH:35]2)=[O:39])[N:11]([S:14](=[O:15])(=[O:16])[c:17]2[cH:18][cH:19][c:20]([C:23]([F:24])([F:25])[F:26])[cH:21][cH:22]2)[CH2:12][CH2:13]1)([CH3:5])([CH3:6])[CH3:7].[C:40]([O:41][CH2:42][CH3:43])(=[O:44])[CH3:45].[CH3:47][CH2:48][O:49][C:50](=[O:51])[CH3:52].[ClH:46]>>[ClH:46].[NH:8]1[CH2:9][CH:10]([C:27]([NH:28][CH2:29][c:30]2[cH:31][cH:32][c:33]([CH:36]([CH3:37])[CH3:38])[cH:34][cH:35]2)=[O:39])[N:11]([S:14](=[O:15])(=[O:16])[c:17]2[cH:18][cH:19][c:20]([C:23]([F:24])([F:25])[F:26])[cH:21][cH:22]2)[CH2:12][CH2:13]1. Product: CNC(=O)c1ccc(CCC(Br)CBr)cn1. The reactants are O=C(O)c1ccc(CCC(Br)CBr)cn1, CN, ClC(Cl)Cl, [Cl-], O=S(Cl)Cl. As a reaction SMILES: [Br:4][CH:5]([CH2:6][CH2:7][c:8]1[cH:9][cH:10][c:11]([C:14](=[O:15])[OH:16])[n:12][cH:13]1)[CH2:17][Br:18].[CH3:1][NH2:2].[CH:23]([Cl:24])([Cl:25])[Cl:26].[Cl-:3].[S:19]([Cl:20])([Cl:21])=[O:22]>>[CH3:1][NH:2][C:14]([c:11]1[cH:10][cH:9][c:8]([CH2:7][CH2:6][CH:5]([Br:4])[CH2:17][Br:18])[cH:13][n:12]1)=[O:15]. Reactants: Nc1cccc(Br)c1, CCOC=C(C(=O)OCC)C(=O)OCC, CCO. The product is CCOC(=O)C(=CNc1cccc(Br)c1)C(=O)OCC. As a reaction SMILES: [Br:1][c:2]1[cH:3][c:4]([NH2:5])[cH:6][cH:7][cH:8]1.[CH2:9]([O:10][CH:12]=[C:13]([C:14](=[O:15])[O:16][CH2:17][CH3:18])[C:19](=[O:20])[O:21][CH2:22][CH3:23])[CH3:11].[CH3:24][CH2:25][OH:26]>>[Br:1][c:2]1[cH:3][c:4]([NH:5][CH:12]=[C:13]([C:14](=[O:15])[O:16][CH2:17][CH3:18])[C:19](=[O:20])[O:21][CH2:22][CH3:23])[cH:6][cH:7][cH:8]1. As a reaction SMILES: [Al+3:2].[C:21]([CH2:22][CH3:23])(=[O:24])[Cl:25].[CH:5]([CH3:6])([CH3:7])[CH:8]1[CH:9]([CH3:20])[C:10]([CH3:18])([CH3:19])[c:11]2[cH:12][c:13]([CH3:17])[cH:14][cH:15][c:16]21.[Cl-:1].[Cl-:3].[Cl-:4].[N+:26]([CH3:27])([O-:28])=[O:29]>>[CH:5]([CH3:6])([CH3:7])[CH:8]1[CH:9]([CH3:20])[C:10]([CH3:18])([CH3:19])[c:11]2[cH:12][c:13]([CH3:17])[c:14]([C:21]([CH2:22][CH3:23])=[O:24])[cH:15][c:16]21. The product is CCC(=O)c1cc2c(cc1C)C(C)(C)C(C)C2C(C)C. Starting materials: [Al+3], CCC(=O)Cl, Cc1ccc2c(c1)C(C)(C)C(C)C2C(C)C, [Cl-], [Cl-], [Cl-], C[N+](=O)[O-].